Task: describe an organic reaction: reactants, conditions, products, and yield. Dataset: the Open Reaction Database (ORD), a public repository of structured organic reaction records Starting materials: COC1=CC=C(C=C1)NC=1C(=CC=CC1)N (N-(4-methoxyphenyl)benzene-1,2-diamine), O.N1C(=O)NC(=O)C(=O)C1=O (alloxan monohydrate). The solvent is C(C)O (ethanol), O (water). Reaction conditions: time 30 minute. Yields the product COC1=CC=C(C=C1)N1C(C=NC2=CC=CC=C12)=O (3,4-Dihydro-4-(4-methoxyphenyl)-3-oxoquinoxaline). As a reaction SMILES: [CH3:1][O:2][C:3]1[CH:8]=[CH:7][C:6]([NH:9][C:10]2[C:11]([NH2:16])=[CH:12][CH:13]=[CH:14][CH:15]=2)=[CH:5][CH:4]=1.O.N1C(=O)[C:24](=O)[C:22](=[O:23])NC1=O>C(O)C.O>[CH3:1][O:2][C:3]1[CH:4]=[CH:5][C:6]([N:9]2[C:10]3[C:11](=[CH:12][CH:13]=[CH:14][CH:15]=3)[N:16]=[CH:24][C:22]2=[O:23])=[CH:7][CH:8]=1 |f:1.2|. Procedure: To a solution of N-(4-methoxyphenyl)benzene-1,2-diamine (9.0 g) in ethanol (150 ml) was added a solution of alloxan monohydrate (6.7 g) in water (150 ml) and the mixture was stirred for 30 minutes. The precipitate was filtered off and recrystallised from glacial acetic acid giving the title compound mp 236°-238° C. Starting materials: C(COCCCC)O (3-oxaheptan-1-ol), butyl, C(CO)O (ethylene glycol), [OH-].[Na+] (sodium hydroxide). Solvent: O (water). Reaction conditions: temperature 120 celsius. The product is C(COCCCC)[O-].[Na+] (Sodium 3-oxaheptan-1-olate). Reaction SMILES: [CH2:1]([OH:8])[CH2:2][O:3][CH2:4][CH2:5][CH2:6][CH3:7].C(O)CO.[OH-].[Na+:14]>O>[CH2:1]([O-:8])[CH2:2][O:3][CH2:4][CH2:5][CH2:6][CH3:7].[Na+:14] |f:2.3,5.6|. Reported procedure: Into a 1 liter three-necked flask, equipped as described in Example 1, 590 g of 3-oxaheptan-1-ol (i.e., the butyl monoether of ethylene glycol) are introduced. 40 g of sodium hydroxide in pellet form are added and the mixture is heated to 120° C. Sodium 3-oxaheptan-1-olate and water are formed, with the latter being removed by distillation. The reactants are ClC=1C=C(COC2=CC=C(CNCC(=O)OCC)C=C2)C=CC1 ([4-(3-chlorobenzyloxy)benzyl]amino acetic acid, ethyl ester), CNC (dimethylamine). Run at time 8 hour. The product is Cl.ClC=1C=C(COC2=CC=C(CNCC(=O)N(C)C)C=C2)C=CC1 ([4-(3-chlorobenzyloxy)benzyl]amino-N,N-dimethylacetamide, hydrochloride). Yield: 23.0%. RXN SMILES: [Cl:1][C:2]1[CH:3]=[C:4]([CH:21]=[CH:22][CH:23]=1)[CH2:5][O:6][C:7]1[CH:20]=[CH:19][C:10]([CH2:11][NH:12][CH2:13][C:14](OCC)=[O:15])=[CH:9][CH:8]=1.[CH3:24][NH:25][CH3:26]>>[ClH:1].[Cl:1][C:2]1[CH:3]=[C:4]([CH:21]=[CH:22][CH:23]=1)[CH2:5][O:6][C:7]1[CH:20]=[CH:19][C:10]([CH2:11][NH:12][CH2:13][C:14]([N:25]([CH3:26])[CH3:24])=[O:15])=[CH:9][CH:8]=1 |f:2.3|. Reported procedure: 7.07 g (0.066 mol) of glycine ethyl ester, hydrochloride are diluted in 200 ml of dry methanol and 3.32 g (0.053 mol) of sodium cyanoborohydride are added, while stirring under nitrogen. To this solution, 15 g (0.0608 mol) of 3-chlorobenzyloxybenzaldehyde are added in a single portion. Stirring is continued for 18 hours at room temperature, the mixture is evaporated to dryness and the crude residue chromatographed on silica gel (eluant: cyclohexane/ethyl acetate; 60/40). 6.8 g (34%) of [4-(3-chl... Starting materials: C(C)OC(C1=CC(=CC=C1)N(C(=O)OC(C)(C)C)C=1C=2N(C(=CN1)Br)N=CN2)=O (3-[(5-bromo-[1,2,4]triazolo[1,5-a]pyrazin-8-yl)-tert-butoxycarbonyl-amino]benzoic acid ethyl ester), CC1(OB(OC1(C)C)C=1C=NNC1)C (4-(4,4,5,5-tetramethyl-[1,3,2]dioxaborolan-2-yl)-1H-pyrazole), C(=O)([O-])[O-].[K+].[K+] (K2CO3), Pd(dppf)Cl2DCM. Solvent: O1CCOCC1 (dioxane), O (water). Run at temperature 115 celsius. Yields the product C(C)OC(C1=CC(=CC=C1)N(C=1C=2N(C(=CN1)C=1C=NNC1)N=CN2)C(=O)OC(C)(C)C)=O (3-{tert-Butoxycarbonyl-[5-(1H-pyrazol-4-yl)-[1, 2, 4]triazolo[1,5-a]pyrazin-8-yl]-amino}benzoic acid ethyl ester). The yield is 108.6%. RXN SMILES: [CH2:1]([O:3][C:4](=[O:29])[C:5]1[CH:10]=[CH:9][CH:8]=[C:7]([N:11]([C:19]2[C:20]3[N:21]([N:26]=[CH:27][N:28]=3)[C:22](Br)=[CH:23][N:24]=2)[C:12]([O:14][C:15]([CH3:18])([CH3:17])[CH3:16])=[O:13])[CH:6]=1)[CH3:2].CC1(C)C(C)(C)OB([C:38]2[CH:39]=[N:40][NH:41][CH:42]=2)O1.C([O-])([O-])=O.[K+].[K+]>O1CCOCC1.O>[CH2:1]([O:3][C:4](=[O:29])[C:5]1[CH:10]=[CH:9][CH:8]=[C:7]([N:11]([C:12]([O:14][C:15]([CH3:18])([CH3:17])[CH3:16])=[O:13])[C:19]2[C:20]3[N:21]([N:26]=[CH:27][N:28]=3)[C:22]([C:38]3[CH:39]=[N:40][NH:41][CH:42]=3)=[CH:23][N:24]=2)[CH:6]=1)[CH3:2] |f:2.3.4|. Reported procedure: Nitrogen is bubbled through a mixture of 3-[(5-bromo-[1,2,4]triazolo[1,5-a]pyrazin-8-yl)-tert-butoxycarbonyl-amino]benzoic acid ethyl ester (0.58 g, 1.25 mmol), 4-(4,4,5,5-tetramethyl-[1,3,2]dioxaborolan-2-yl)-1H-pyrazole (0.49 g, 2.50 mmol), K2CO3 (0.35 g, 2.50 mmol) and Pd(dppf)Cl2DCM (102 mg, 0.125 mmol) in dioxane (37.5 mL) and water (9.6 mL). A condenser is fitted to the flask, the system is evacuated and purged with N2 (g) and then heated at 115° C. for 25 min. The heating bath is removed ... RXN SMILES: [CH3:1][O:2][c:3]1[cH:4][cH:5][c:6]([CH:24]=[C:25]2[C:26](=[O:31])[NH:27][C:28](=[O:30])[S:29]2)[c:7]2[c:12]1[N:11]([CH2:13][c:14]1[cH:15][cH:16][c:17]([N+:20](=[O:21])[O-:22])[cH:18][cH:19]1)[C:10](=[O:23])[CH2:9][CH2:8]2.[CH3:32][C:33]1=[C:44]([C:45]([O:46][CH2:47][CH3:48])=[O:49])[CH2:43][C:37]([C:38]([O:39][CH2:40][CH3:41])=[O:42])=[C:35]([CH3:36])[NH:34]1.[CH3:50][c:51]1[cH:52][cH:53][cH:54][cH:55][cH:56]1>>[CH3:1][O:2][c:3]1[cH:4][cH:5][c:6]([CH2:24][CH:25]2[C:26](=[O:31])[NH:27][C:28](=[O:30])[S:29]2)[c:7]2[c:12]1[N:11]([CH2:13][c:14]1[cH:15][cH:16][c:17]([N+:20](=[O:21])[O-:22])[cH:18][cH:19]1)[C:10](=[O:23])[CH2:9][CH2:8]2. Yields the product COc1ccc(CC2SC(=O)NC2=O)c2c1N(Cc1ccc([N+](=O)[O-])cc1)C(=O)CC2. Reactants: COc1ccc(C=C2SC(=O)NC2=O)c2c1N(Cc1ccc([N+](=O)[O-])cc1)C(=O)CC2, CCOC(=O)C1=C(C)NC(C)=C(C(=O)OCC)C1, Cc1ccccc1. Starting materials: C(C)OC1=NC2=C(C(=CC=C2C(=C1)O)OC)C (2-ethoxy-7-methoxy-8-methyl-quinolin-4-ol), ClC1=C(N)C=CC=C1 (2-chloro-aniline). Product: ClC=1C=CC=C2C(=CC(=NC12)OCC)O (8-Chloro-2-ethoxy-quinolin-4-ol). Reaction SMILES: [CH2:1]([O:3][C:4]1[CH:13]=[C:12]([OH:14])[C:11]2[C:6](=[C:7](C)[C:8](OC)=[CH:9][CH:10]=2)[N:5]=1)[CH3:2].[Cl:18]C1C=CC=CC=1N>>[Cl:18][C:7]1[CH:8]=[CH:9][CH:10]=[C:11]2[C:6]=1[N:5]=[C:4]([O:3][CH2:1][CH3:2])[CH:13]=[C:12]2[OH:14]. Reported procedure: 8-Chloro-2-ethoxy-quinolin-4-ol was synthesized according to the method presented in the synthesis of 2-ethoxy-7-methoxy-8-methyl-quinolin-4-ol in Example 137 with the exception of utilizing 2-chloro-aniline. Reactants: Cc1nnc(-c2ccc(C)c(-c3ccc(C(=O)O)cc3)c2)o1, CCN=C=NCCCN(C)C, CC(N)CCc1ccccc1, Cl, CN(C)C=O, On1nnc2ccccc21. Product: Cc1nnc(-c2ccc(C)c(-c3ccc(C(=O)NC(C)CCc4ccccc4)cc3)c2)o1. As a reaction SMILES: [CH3:1][c:2]1[c:3](-[c:14]2[cH:15][cH:16][c:17]([C:20](=[O:21])[OH:22])[cH:18][cH:19]2)[cH:4][c:5](-[c:8]2[o:9][c:10]([CH3:13])[n:11][n:12]2)[cH:6][cH:7]1.[CH3:34][N:35]([CH3:36])[CH2:37][CH2:38][CH2:39][N:40]=[C:41]=[N:42][CH2:43][CH3:44].[CH3:45][CH:46]([CH2:47][CH2:48][c:49]1[cH:50][cH:51][cH:52][cH:53][cH:54]1)[NH2:55].[ClH:33].[O:56]=[CH:57][N:58]([CH3:59])[CH3:60].[OH:23][n:24]1[c:25]2[c:26]([cH:27][cH:28][cH:29][cH:30]2)[n:31][n:32]1>>[CH3:1][c:2]1[c:3](-[c:14]2[cH:15][cH:16][c:17]([C:20](=[O:22])[NH:55][CH:46]([CH3:45])[CH2:47][CH2:48][c:49]3[cH:50][cH:51][cH:52][cH:53][cH:54]3)[cH:18][cH:19]2)[cH:4][c:5](-[c:8]2[o:9][c:10]([CH3:13])[n:11][n:12]2)[cH:6][cH:7]1. Reactants: C1(=CC=CC=C1)CCCN (3-phenylpropan-1-amine), C1N(CC2=CC=CC=C12)C(=O)NC1=NC=C(C(=O)O)C=C1 (6-(isoindoline-2-carboxamido)nicotinic acid), C1N(CC2=CC=CC=C12)C(=O)NC1=CC=C(C(=O)O)C=C1 (4-(isoindoline-2-carboxamido)benzoic acid). Product: CC(CCNC(=O)C=1C=CC(=NC1)NC(=O)N1CC2=CC=CC=C2C1)C (N-{5-[(3-methylbutyl)carbamoyl]pyridin-2-yl}-1,3-dihydro-2H-isoindole-2-carboxamide). As a reaction SMILES: C1(CCCN)C=CC=CC=1.[CH2:11]1[C:19]2[C:14](=[CH:15][CH:16]=[CH:17][CH:18]=2)[CH2:13][N:12]1[C:20]([NH:22][C:23]1[CH:31]=[CH:30][C:26]([C:27]([OH:29])=O)=[CH:25][N:24]=1)=[O:21].[CH2:32]1[C:40]2[C:35](=[CH:36]C=CC=2)[CH2:34][N:33]1C(NC1C=CC(C(O)=O)=CC=1)=O>>[CH3:34][CH:35]([CH3:36])[CH2:40][CH2:32][NH:33][C:27]([C:26]1[CH:30]=[CH:31][C:23]([NH:22][C:20]([N:12]2[CH2:11][C:19]3[C:14](=[CH:15][CH:16]=[CH:17][CH:18]=3)[CH2:13]2)=[O:21])=[N:24][CH:25]=1)=[O:29]. Procedure details: The title compound was prepared as described in Example 1C, substituting 3-methylbutan-1-amine for 3-phenylpropan-1-amine and 6-(isoindoline-2-carboxamido)nicotinic acid for 4-(isoindoline-2-carboxamido)benzoic acid. 1H NMR (400 MHz, DMSO-d6) δ ppm 9.24 (s, 1H), 8.73 (d, J=2.4 Hz, 1H), 8.42 (t, J=5.5 Hz, 1H), 8.13 (dd, J=8.8, 2.4 Hz, 1H), 7.99 (d, J=8.7 Hz, 1H), 7.25-7.37 (m, 4H), 4.71-4.95 (bs, 4H), 3.24-3.32 (m, 2H), 1.57-1.68 (m, 1H), 1.43 (q, J=7.1 Hz, 2H), 0.91 (d, J=6.6 Hz, 6H); MS (ESI(+)... Starting materials: C(Cl)(Cl)Cl (chloroform), C(C)(=O)[O-].[Na+] (sodium acetate), BrCC(CC(=O)OC1=CC=C(C=C1)[N+](=O)[O-])=O (4-nitrophenyl 4-bromoacetoacetate), CC1C(C(NC1)=S)C(=O)OC(C)C (isopropyl 4-methyl-2-thioxopyrrolidine-3-carboxylate). Solvent: C1=CC=CC=C1 (benzene). Conditions: time 8 hour. The product is C(C)(C)OC(=O)C=1C(CN2C1SCC2=CC(=O)OC2=CC=C(C=C2)[N+](=O)[O-])C (4-Nitrophenyl (7-Isopropoxycarbonyl-6-methyl-2,3,5,6-tetrahydropyrrolo[2,1-b]thiazol-3-ylidene)acetate). Isolated yield 66.5%. As a reaction SMILES: [CH3:1][CH:2]1[CH2:6][NH:5][C:4](=[S:7])[CH:3]1[C:8]([O:10][CH:11]([CH3:13])[CH3:12])=[O:9].C([O-])(=O)C.[Na+].Br[CH2:20][C:21](=O)[CH2:22][C:23]([O:25][C:26]1[CH:31]=[CH:30][C:29]([N+:32]([O-:34])=[O:33])=[CH:28][CH:27]=1)=[O:24].C(Cl)(Cl)Cl>C1C=CC=CC=1>[CH:11]([O:10][C:8]([C:3]1[CH:2]([CH3:1])[CH2:6][N:5]2[C:21](=[CH:22][C:23]([O:25][C:26]3[CH:31]=[CH:30][C:29]([N+:32]([O-:34])=[O:33])=[CH:28][CH:27]=3)=[O:24])[CH2:20][S:7][C:4]=12)=[O:9])([CH3:13])[CH3:12] |f:1.2|. Procedure details: 8.9 g of isopropyl 4-methyl-2-thioxopyrrolidine-3-carboxylate was dissolved in 200 ml of benzene and 5.1 g of anhydrous sodium acetate and 16.7 g of 4-nitrophenyl 4-bromoacetoacetate were added thereto. The obtained mixture was stirred at room temperature for 8 hours. Then 500 ml of chloroform was added and the mixture was washed with water and a saturated aqueous solution of sodium chloride. After drying and distilling off the solvent, the obtained residue was purified by silica gel column chro...